This data is from the Open Reaction Database (ORD), a public repository of structured organic reaction records. The task is: describe an organic reaction: reactants, conditions, products, and yield The product is O=C(O)Cc1ccc(NC(=O)Nc2c(Cl)cccc2Cl)cc1. RXN SMILES: [CH2:25]1[O:26][CH2:27][CH2:28][CH2:29]1.[Cl:1][c:2]1[c:3]([NH:9][C:10]([NH:11][c:12]2[cH:13][cH:14][c:15]([CH2:18][C:19](=[O:20])[O:21][CH2:22][CH3:23])[cH:16][cH:17]2)=[O:24])[c:4]([Cl:8])[cH:5][cH:6][cH:7]1.[Na+:31].[OH-:30]>>[Cl:1][c:2]1[c:3]([NH:9][C:10]([NH:11][c:12]2[cH:13][cH:14][c:15]([CH2:18][C:19](=[O:20])[OH:21])[cH:16][cH:17]2)=[O:24])[c:4]([Cl:8])[cH:5][cH:6][cH:7]1. Starting materials: C1CCOC1, CCOC(=O)Cc1ccc(NC(=O)Nc2c(Cl)cccc2Cl)cc1, [Na+], [OH-]. Starting materials: COC1=C(C=C(C=C1)CC(=O)O)C (4-methoxy-3-methylphenylacetic acid), BrBr (bromine). Solvent: [Cl-].[Na+].O (brine), C(C)(=O)O (acetic acid). Yields the product BrC=1C=C(C=C(C1OC)C)CC(=O)O (3-bromo-5-methyl-4-methoxyphenylacetic acid). As a reaction SMILES: [CH3:1][O:2][C:3]1[CH:8]=[CH:7][C:6]([CH2:9][C:10]([OH:12])=[O:11])=[CH:5][C:4]=1[CH3:13].[Br:14]Br>C(O)(=O)C.[Cl-].[Na+].O>[Br:14][C:8]1[CH:7]=[C:6]([CH2:9][C:10]([OH:12])=[O:11])[CH:5]=[C:4]([CH3:13])[C:3]=1[O:2][CH3:1] |f:3.4.5|. Reported procedure: To a solution of 4-methoxy-3-methylphenylacetic acid (0.43 g) in glacial acetic acid (7 mL) was added 0.2 mL of neat bromine carefully while stirring. The mixture was stirred in dark at ambient temperature for 27 h. The resulting mixture was diluted with brine, extracted with ethyl acetate, dried and concentrated in vacuo to afford 3-bromo-5-methyl-4-methoxyphenylacetic acid. This crude product was dissolved in methanol (30 mL), treated with concentrated sulfuric acid (1 mL) carefully, stirred a... Starting materials: C1(=CC=CC=C1)C(C)=O (1-phenylethanone), O (water), stainless steel. Run in C(C)(=O)OCC (ethyl acetate). Run at time 30 minute. The product is C1(=CC=CC=C1)C(C)O (1-phenylethanol). Yield: 70.0%. Reaction SMILES: [C:1]1([C:7](=[O:9])[CH3:8])[CH:6]=[CH:5][CH:4]=[CH:3][CH:2]=1.O>C(OCC)(=O)C>[C:1]1([CH:7]([OH:9])[CH3:8])[CH:6]=[CH:5][CH:4]=[CH:3][CH:2]=1. Reported procedure: 60.1 mg (0.50 mmol) of 1-phenylethanone (32), 270 μL (15 mmol) of distilled water and stainless steel balls (50 pieces) were placed in the vessel of the planetary ball mill, which was then closed, and agitated by operating the planetary ball mill for 6 hours at 800 rpm (reversed every 30 minutes). After the lapse of 6 hours, 10 mL of ethyl acetate was added to the vessel of the ball mill to provide a solution containing the reaction mixture, which was then filtered with celite. The operation was... The reactants are BrC=1C2=C(SC1)C=CC=C2 (3-bromobenzo[b]thiophene), COC1=CC=C(C=C1)O (4-methoxyphenol), C(=O)([O-])[O-].[K+].[K+] (K2CO3). The reagents and catalysts are [Cu]I (CuI). Solvent: C(Cl)Cl (CH2Cl2). Conditions: temperature 140 celsius. The product is COC1=CC=C(C=C1)OC=1C2=C(SC1)C=CC=C2 (Benzo[b]thiophen-3-yl 4-Methoxyphenyl Ether). RXN SMILES: Br[C:2]1[C:3]2[CH:10]=[CH:9][CH:8]=[CH:7][C:4]=2[S:5][CH:6]=1.[CH3:11][O:12][C:13]1[CH:18]=[CH:17][C:16]([OH:19])=[CH:15][CH:14]=1.C([O-])([O-])=O.[K+].[K+]>C(Cl)Cl.[Cu]I>[CH3:11][O:12][C:13]1[CH:18]=[CH:17][C:16]([O:19][C:2]2[C:3]3[CH:10]=[CH:9][CH:8]=[CH:7][C:4]=3[S:5][CH:6]=2)=[CH:15][CH:14]=1 |f:2.3.4|. Reported procedure: A mixture of 4.00 g (19.7 mmol) of 3-bromobenzo[b]thiophene, 4.96 g (40 mmol) of 4-methoxyphenol, 5.52 g (40 mmol) of K2CO3, and 0.20 g (1.0 mmol) of CuI was heated to 140° C. and sonicated at this temperature for 2 h. The reaction was allowed to cool, taken up in CH2Cl2, and the mixture was washed several times with 0.5 N NaOH. The organic layer was dried over Na2SO4 and concentrated in vacuo to an oil that was subjected to chromatography (SiO2; gradient of 0-5% EtOAc in hexanes). The fractions... The product is Cl.N[C@@H]1C(N(CC1)CC1=CC=C2C=CN=C(C2=C1)Cl)=O (3-(S)-Amino-1-(1-chloro-isoquinolin-7-ylmethyl)-pyrrolidin-2-one hydrochloride). The yield is 200.0%. Reaction conditions: temperature 0 celsius, time 15 minute. Reaction SMILES: C(OC(=O)[NH:7][C@H:8]1[CH2:12][CH2:11][N:10]([CH2:13][C:14]2[CH:23]=[C:22]3[C:17]([CH:18]=[CH:19][N:20]=[C:21]3[Cl:24])=[CH:16][CH:15]=2)[C:9]1=[O:25])(C)(C)C.Cl>CCOC(C)=O>[ClH:24].[NH2:7][C@H:8]1[CH2:12][CH2:11][N:10]([CH2:13][C:14]2[CH:23]=[C:22]3[C:17]([CH:18]=[CH:19][N:20]=[C:21]3[Cl:24])=[CH:16][CH:15]=2)[C:9]1=[O:25] |f:3.4|. The solvent is CCOC(=O)C (EtOAc). Reactants: C(C)(C)(C)OC(N[C@@H]1C(N(CC1)CC1=CC=C2C=CN=C(C2=C1)Cl)=O)=O ([1-(1-chloro-isoquinolin-7-ylmethyl)-2-oxopyrrolidin-3(S)-yl]-carbamic acid tert-butyl ester), Cl (HCl). Procedure details: To a solution of [1-(1-chloro-isoquinolin-7-ylmethyl)-2-oxopyrrolidin-3(S)-yl]-carbamic acid tert-butyl ester (2.1 g, 5.6 mmol) in EtOAc (170 mL) at 0° C. is bubbled HCl gas for 5 minutes. The solution is stirred at 0° C. for 15 minutes, then the ice bath is removed and the solution allowed to warn to room temperature. After 4 hours at room temperature, the solution is concentrated and the remaining solid is washed with ether to give the title compound (1.74 g, 5.6 mmol) as a pale yellow solid. The reactants are ClCCCl, COc1ccc(C=C(C#N)c2ccc(NS(N)(=O)=O)cc2)cc1. The product is N#CC(=Cc1ccc(O)cc1)c1ccc(NS(N)(=O)=O)cc1. As a reaction SMILES: [Cl:24][CH2:25][CH2:26][Cl:27].[S:1]([NH2:2])(=[O:3])(=[O:4])[NH:5][c:6]1[cH:7][cH:8][c:9]([C:12]([C:13]#[N:14])=[CH:15][c:16]2[cH:17][cH:18][c:19]([O:22][CH3:23])[cH:20][cH:21]2)[cH:10][cH:11]1>>[S:1]([NH2:2])(=[O:3])(=[O:4])[NH:5][c:6]1[cH:7][cH:8][c:9]([C:12]([C:13]#[N:14])=[CH:15][c:16]2[cH:17][cH:18][c:19]([OH:22])[cH:20][cH:21]2)[cH:10][cH:11]1.